This data is from the Open Reaction Database (ORD), a public repository of structured organic reaction records. The task is: describe an organic reaction: reactants, conditions, products, and yield The reactants are N1(CCCCC1)CC=1C=C2CCC[C@H](C2=CC1)NC(OC(C)(C)C)=O ((R)-tert-butyl 6-(piperidin-1-ylmethyl)-1,2,3,4-tetrahydronaphthalen-1-ylcarbamate), [H-].[Al+3].[Li+].[H-].[H-].[H-] (lithium aluminum hydride). Run in C1(=CC=CC=C1)C (toluene). Reaction conditions: time 2 hour. The product is CN[C@@H]1CCCC2=CC(=CC=C12)CN1CCCCC1 ((R)-N-methyl-6-(piperidin-1-ylmethyl)-1,2,3,4-tetrahydro-naphthalen-1-amine). RXN SMILES: [N:1]1([CH2:7][C:8]2[CH:9]=[C:10]3[C:15](=[CH:16][CH:17]=2)[C@H:14]([NH:18][C:19](=O)OC(C)(C)C)[CH2:13][CH2:12][CH2:11]3)[CH2:6][CH2:5][CH2:4][CH2:3][CH2:2]1.[H-].[Al+3].[Li+].[H-].[H-].[H-]>C1(C)C=CC=CC=1>[CH3:19][NH:18][C@H:14]1[C:15]2[C:10](=[CH:9][C:8]([CH2:7][N:1]3[CH2:6][CH2:5][CH2:4][CH2:3][CH2:2]3)=[CH:17][CH:16]=2)[CH2:11][CH2:12][CH2:13]1 |f:1.2.3.4.5.6|. Reported procedure: In 50 mL of dry toluene, 2.0 g (5.8 mmol) of (R)-tert-butyl 6-(piperidin-1-ylmethyl)-1,2,3,4-tetrahydronaphthalen-1-ylcarbamate and 1.5 g (41 mmol) of lithium aluminum hydride were combined and gently refluxed for 24 h. Next the mix was quenched with 5 g of sodium sulfate decahydrate and allowed to stir for 2 h. The mix was then filtered over celite and the pad was washed with ethyl acetate several times. The filtrate was then concentrated and the crude was purified on silica using 0 to 5% MeOH ... The reactants are COC(=O)CCC(C#N)(CCC(=O)OC)c1ccc(OC(F)F)c(OC2CCCC2)c1, COCCOC, Cl, [H-], [Na+]. Yields the product COC(=O)C1CC(C#N)(c2ccc(OC(F)F)c(OC3CCCC3)c2)CCC1=O. As a reaction SMILES: [C:1](#[N:2])[C:3]([CH2:4][CH2:5][C:6]([O:8][CH3:7])=[O:9])([CH2:10][CH2:11][C:12](=[O:13])[O:14][CH3:15])[c:16]1[cH:17][c:18]([O:26][CH:27]2[CH2:28][CH2:29][CH2:30][CH2:31]2)[c:19]([O:22][CH:23]([F:24])[F:25])[cH:20][cH:21]1.[CH3:35][O:36][CH2:37][CH2:38][O:39][CH3:40].[ClH:34].[H-:32].[Na+:33]>>[C:1](#[N:2])[C:3]1([c:16]2[cH:17][c:18]([O:26][CH:27]3[CH2:28][CH2:29][CH2:30][CH2:31]3)[c:19]([O:22][CH:23]([F:24])[F:25])[cH:20][cH:21]2)[CH2:4][CH2:5][C:6](=[O:8])[CH:11]([C:12](=[O:13])[O:14][CH3:15])[CH2:10]1. Starting materials: C1CCOC1, C[Si](C)(C)[N-][Si](C)(C)C, CS(C)=O, O=C(Nc1cc[nH]n1)c1ccccc1Cl, Fc1cccc(C(F)(F)F)c1CBr, [Li+]. The product is O=C(Nc1ccn(Cc2c(F)cccc2C(F)(F)F)n1)c1ccccc1Cl. RXN SMILES: [CH2:39]1[O:40][CH2:41][CH2:42][CH2:43]1.[CH3:1][Si:2]([N-:3][Si:4]([CH3:5])([CH3:6])[CH3:7])([CH3:8])[CH3:9].[CH3:44][S:45]([CH3:46])=[O:47].[Cl:11][c:12]1[c:13]([C:14](=[O:15])[NH:16][c:17]2[n:18][nH:19][cH:20][cH:21]2)[cH:22][cH:23][cH:24][cH:25]1.[F:26][c:27]1[c:28]([CH2:29][Br:30])[c:31]([C:35]([F:36])([F:37])[F:38])[cH:32][cH:33][cH:34]1.[Li+:10]>>[Cl:11][c:12]1[c:13]([C:14](=[O:15])[NH:16][c:17]2[n:18][n:19]([CH2:29][c:28]3[c:27]([F:26])[cH:34][cH:33][cH:32][c:31]3[C:35]([F:36])([F:37])[F:38])[cH:20][cH:21]2)[cH:22][cH:23][cH:24][cH:25]1.